This data is from the Open Reaction Database (ORD), a public repository of structured organic reaction records. The task is: describe an organic reaction: reactants, conditions, products, and yield Reactants: CC1=C(N2[C@@H]([C@@H](C2=O)NC(=O)[C@@H](C=3C=CC(=CC3)O)N)SC1)C(=O)O.CNC=O (Cefadroxil monomethylformamide), CO (methanol), C(C)(C)O (isopropyl alcohol). The solvent is mixture, O (water). Conditions: temperature 10 celsius. Yields the product CC1=C(N2[C@@H]([C@@H](C2=O)NC(=O)[C@@H](C=3C=CC(=CC3)O)N)SC1)C(=O)O (cefadroxil). RXN SMILES: [CH3:1][C:2]1[CH2:22][S:21][C@@H:5]2[C@H:6]([NH:9][C:10]([C@H:12]([NH2:20])[C:13]3[CH:14]=[CH:15][C:16]([OH:19])=[CH:17][CH:18]=3)=[O:11])[C:7](=[O:8])[N:4]2[C:3]=1[C:23]([OH:25])=[O:24].CNC=O.CO.C(O)(C)C>O>[CH3:1][C:2]1[CH2:22][S:21][C@@H:5]2[C@H:6]([NH:9][C:10]([C@H:12]([NH2:20])[C:13]3[CH:14]=[CH:15][C:16]([OH:19])=[CH:17][CH:18]=3)=[O:11])[C:7](=[O:8])[N:4]2[C:3]=1[C:23]([OH:25])=[O:24] |f:0.1|. Procedure: Cefadroxil monomethylformamide solvate (30 g) prepared according to Example 3 was slurried in 150 ml of a mixture 1:1 of methanol and isopropyl alcohol with 1% of water at 52° C. After 70' at 52° C. the mixture was cooled to 10° C., filtered and washed with acetone to yield 23.5 g of substantially anhydrous crystalline cefadroxil. Starting materials: C1(C=2C(C(N1CCCCNC1COC3=CC=CC(=C3C1)OC)=O)=CC=CC2)=O (3-[N-(4-phthalimidobutyl)amino]-5-methoxychroman), ICCC (1-iodopropane), C([O-])([O-])=O.[K+].[K+] (potassium carbonate), O (water). Solvent: CN(C=O)C (dimethylformamide). Reaction conditions: temperature 60 celsius, time 24 hour. Product: C(CC)N(CCCCN1C(C=2C(C1=O)=CC=CC2)=O)C2COC1=CC=CC(=C1C2)OC (3-[N-propyl-N-(4-phthalimidobutyl)amino]-5-methoxychroman). The yield is 81.0%. Reaction SMILES: [C:1]1(=[O:28])[N:5]([CH2:6][CH2:7][CH2:8][CH2:9][NH:10][CH:11]2[CH2:20][C:19]3[C:14](=[CH:15][CH:16]=[CH:17][C:18]=3[O:21][CH3:22])[O:13][CH2:12]2)[C:4](=[O:23])[C:3]2=[CH:24][CH:25]=[CH:26][CH:27]=[C:2]12.I[CH2:30][CH2:31][CH3:32].C(=O)([O-])[O-].[K+].[K+].O>CN(C)C=O>[CH2:30]([N:10]([CH:11]1[CH2:20][C:19]2[C:14](=[CH:15][CH:16]=[CH:17][C:18]=2[O:21][CH3:22])[O:13][CH2:12]1)[CH2:9][CH2:8][CH2:7][CH2:6][N:5]1[C:4](=[O:23])[C:3]2=[CH:24][CH:25]=[CH:26][CH:27]=[C:2]2[C:1]1=[O:28])[CH2:31][CH3:32] |f:2.3.4|. Procedure: 1.5 mmol of the compound prepared in Example 1 is dissolved in 10 ml of dimethylformamide in the presence of 4.4 mmol of 1-iodopropane and 4.4 mmol of potassium carbonate. After 24 hours' stirring at 60° C., the solvent is evaporated off and the crude reaction mixture is taken up with 10 ml of water and extracted with dichloromethane. The organic phase is dried and evaporated and the expected product is obtained after purification by chromatography on a silica column (elution solvent: ether/petr... Starting materials: CCCCC, C[O-], CCOC(=O)C(Cl)(Cl)Cl, [Na+], O, COC(=O)C=CSc1ccccc1. The product is COC(=O)C1C(Sc2ccccc2)C1(Cl)Cl. As a reaction SMILES: [CH3:23][CH2:24][CH2:25][CH2:26][CH3:27].[CH3:28][O-:29].[Cl:1][C:2]([Cl:3])([C:4]([O:5][CH2:6][CH3:7])=[O:9])[Cl:8].[Na+:30].[OH2:31].[c:10]1([S:16][CH:17]=[CH:18][C:19](=[O:20])[O:21][CH3:22])[cH:11][cH:12][cH:13][cH:14][cH:15]1>>[Cl:1][C:2]1([Cl:8])[CH:17]([S:16][c:10]2[cH:11][cH:12][cH:13][cH:14][cH:15]2)[CH:18]1[C:19](=[O:20])[O:21][CH3:22]. Starting materials: N#Cc1ccccc1-c1ccc(CBr)cc1, O=C([O-])[O-], CCCCc1nc(C)c(CC(=O)C(C)(C)C)c(=O)[nH]1, CCOC(C)=O, CN(C)C=O, [K+], [K+], O. Yields the product CCCCc1nc(C)c(CC(=O)C(C)(C)C)c(=O)n1Cc1ccc(-c2ccccc2C#N)cc1. RXN SMILES: [Br:20][CH2:21][c:22]1[cH:23][cH:24][c:25](-[c:28]2[c:29]([C:34]#[N:35])[cH:30][cH:31][cH:32][cH:33]2)[cH:26][cH:27]1.[C:36](=[O:37])([O-:38])[O-:39].[CH2:1]([CH2:2][CH2:3][CH3:4])[c:5]1[n:6][c:7]([CH3:19])[c:8]([CH2:12][C:13]([C:14]([CH3:15])([CH3:16])[CH3:17])=[O:18])[c:9](=[O:11])[nH:10]1.[CH3:42][CH2:43][O:44][C:45](=[O:46])[CH3:47].[CH3:48][N:49]([CH3:50])[CH:51]=[O:52].[K+:40].[K+:41].[OH2:53]>>[CH2:1]([CH2:2][CH2:3][CH3:4])[c:5]1[n:6][c:7]([CH3:19])[c:8]([CH2:12][C:13]([C:14]([CH3:15])([CH3:16])[CH3:17])=[O:18])[c:9](=[O:11])[n:10]1[CH2:21][c:22]1[cH:23][cH:24][c:25](-[c:28]2[c:29]([C:34]#[N:35])[cH:30][cH:31][cH:32][cH:33]2)[cH:26][cH:27]1. The reactants are C(C(O)C(O)C(=O)O)(=O)O (tartaric acid), B(F)(F)F.CCOCC (boron trifluoride etherate), C(C)(C)C1=C(C(=CC=C1)C=CC(=O)OCC)NC(CC1C2=CC=CC=C2OC=2C=CC=CC12)=O (N-[2-isopropyl-6-(2-ethoxycarbonylethenyl)phenyl]-2-(9H-xanthen-9-yl)acetamide), solution, [H-].C(C(C)C)[Al+]CC(C)C (diisobutylaluminum hydride). The solvent is C(Cl)Cl (methylene chloride), C(Cl)Cl (methylene chloride). Run at time 30 minute. Product: C(C)(C)C1=C(C(=CC=C1)C=CCO)NC(CC1C2=CC=CC=C2OC=2C=CC=CC12)=O (N[2-Isopropyl-6-(3-hydroxy-1-propenyl)phenyl]-2-(9H-xanthen-9-yl)acetamide). Isolated yield 89.5%. RXN SMILES: B(F)(F)F.CCOCC.[CH:10]([C:13]1[CH:18]=[CH:17][CH:16]=[C:15]([CH:19]=[CH:20][C:21](OCC)=[O:22])[C:14]=1[NH:26][C:27](=[O:43])[CH2:28][CH:29]1[C:42]2[CH:41]=[CH:40][CH:39]=[CH:38][C:37]=2[O:36][C:35]2[C:30]1=[CH:31][CH:32]=[CH:33][CH:34]=2)([CH3:12])[CH3:11].[H-].C([Al+]CC(C)C)C(C)C.C(O)(=O)C(C(C(O)=O)O)O>C(Cl)Cl>[CH:10]([C:13]1[CH:18]=[CH:17][CH:16]=[C:15]([CH:19]=[CH:20][CH2:21][OH:22])[C:14]=1[NH:26][C:27](=[O:43])[CH2:28][CH:29]1[C:30]2[CH:31]=[CH:32][CH:33]=[CH:34][C:35]=2[O:36][C:37]2[C:42]1=[CH:41][CH:40]=[CH:39][CH:38]=2)([CH3:12])[CH3:11] |f:0.1,3.4|. Procedure details: 68 μl (0.60 mmol) of boron trifluoride etherate were added at -78° C. to a solution of 228 mg (0.5 mmol) of N-[2-isopropyl-6-(2-ethoxycarbonylethenyl)phenyl]-2-(9H-xanthen-9-yl)acetamide [prepared as described in step (i) above] in 6 ml of methylene chloride. The resulting mixture was stirred for 30 minutes, after which 2.0 ml of a 1.0M solution of diisobutylaluminum hydride were added dropwise over a period of 5 minutes. The temperature of the mixture was allowed to rise to room temperature, an...